From a dataset of the Open Reaction Database (ORD), a public repository of structured organic reaction records. describe an organic reaction: reactants, conditions, products, and yield Reactants: ClC1=CC=C(CNC(=O)C=2S(N(C3=C(C2O)C=C(C=C3)C#CCOC3OCCCC3)C)(=O)=O)C=C1 (N-(4-chlorobenzyl)-4-hydroxy-1-methyl-6-(3-(tetrahydro-2H-pyran-2-yloxy)-1-propynyl)-1H-2,1-benzothiazine-3-carboxamide 2,2-dioxide), CC=1C=CC(=CC1)S(=O)(=O)O.O (p-TsOH.H2O). Run in CO (CH3OH). Run at temperature 55 celsius. Product: ClC1=CC=C(CNC(=O)C=2S(N(C3=C(C2O)C=C(C=C3)C#CCO)C)(=O)=O)C=C1 (N-(4-Chlorobenzyl)-4-hydroxy-6-(3-hydroxy-1-propynyl)-1-methyl-1H-2,1-benzothiazine-3-carboxamide 2,2-Dioxide). The yield is 63.7%. RXN SMILES: [Cl:1][C:2]1[CH:35]=[CH:34][C:5]([CH2:6][NH:7][C:8]([C:10]2[S:11](=[O:33])(=[O:32])[N:12]([CH3:31])[C:13]3[CH:20]=[CH:19][C:18]([C:21]#[C:22][CH2:23][O:24]C4CCCCO4)=[CH:17][C:14]=3[C:15]=2[OH:16])=[O:9])=[CH:4][CH:3]=1.CC1C=CC(S(O)(=O)=O)=CC=1.O>CO>[Cl:1][C:2]1[CH:3]=[CH:4][C:5]([CH2:6][NH:7][C:8]([C:10]2[S:11](=[O:33])(=[O:32])[N:12]([CH3:31])[C:13]3[CH:20]=[CH:19][C:18]([C:21]#[C:22][CH2:23][OH:24])=[CH:17][C:14]=3[C:15]=2[OH:16])=[O:9])=[CH:34][CH:35]=1 |f:1.2|. Reported procedure: To a solution of N-(4-chlorobenzyl)-4-hydroxy-1-methyl-6-(3-(tetrahydro-2H-pyran-2-yloxy)-1-propynyl)-1H-2,1-benzothiazine-3-carboxamide 2,2-dioxide (Preparation 53, 0.30 g) in CH3OH (30 mL) is added p-TsOH.H2O (30 mg). The reaction mixture is heated to 55° C. for 2 h. The solvent is evaporated in vacuo and the residue is diluted with Et2O (20 mL) and sonicated. The resulting precipitate is filtered and washed with Et2O to afford 0.16 g (61%) of the title compound as a white solid. Physical char... Reactants: BrN1C(CCC1=O)=O (N-bromosuccinimide), CC=1N=C2SC=CN2C1C(=O)OCC (Ethyl 6-methylimidazo[2,1-b][1,3]thiazole-5-carboxylate), intermediate, N(=NC(C#N)(C)C)C(C#N)(C)C (azobisisobutyronitrile). Solvent: C(Cl)(Cl)(Cl)Cl (carbon tetrachloride), C(C)(=O)OCC (ethyl acetate), O (water). Product: BrCC=1N=C2SC=CN2C1C(=O)OCC (Ethyl 6-(bromomethyl)imidazo[2,1-b][1,3]thiazole-5-carboxylate). RXN SMILES: [CH3:1][C:2]1[N:3]=[C:4]2[N:8]([C:9]=1[C:10]([O:12][CH2:13][CH3:14])=[O:11])[CH:7]=[CH:6][S:5]2.N(C(C)(C)C#N)=NC(C)(C)C#N.[Br:27]N1C(=O)CCC1=O>C(Cl)(Cl)(Cl)Cl.C(OCC)(=O)C.O>[Br:27][CH2:1][C:2]1[N:3]=[C:4]2[N:8]([C:9]=1[C:10]([O:12][CH2:13][CH3:14])=[O:11])[CH:7]=[CH:6][S:5]2. Procedure details: To a stirred solution of Step 1 intermediate (2.60 g, 12.366 mmol) and azobisisobutyronitrile (AIBN) (0.041 g, 0.247 mmol) in carbon tetrachloride (40 mL) at reflux temperature was added N-bromosuccinimide (2.40 g, 13.602 mmol). After refluxing for 18 h, the reaction mixture was cooled to room temperature and diluted with ethyl acetate (200 mL) and water (100 mL). The layers were separated. Aqueous layer was extracted with ethyl acetate (2×50 mL) and the combined organic layers were washed with ... Reactants: COc1ccc2snnc2c1, O=S(=O)(O)Cl. Product: COc1ccc2snnc2c1S(=O)(=O)Cl. RXN SMILES: [CH3:6][O:7][c:8]1[cH:9][cH:10][c:11]2[c:12]([n:13][n:14][s:15]2)[cH:16]1.[Cl:1][S:2](=[O:3])(=[O:4])[OH:5]>>[Cl:1][S:2](=[O:3])(=[O:5])[c:16]1[c:8]([O:7][CH3:6])[cH:9][cH:10][c:11]2[c:12]1[n:13][n:14][s:15]2. Reactants: CCC(C)=O, ClCCN1CCOCC1, Cl, [I-], [K+], [K+], [Na+], O=C([O-])[O-], CCn1c(-c2ccc(N3CCCS3(=O)=O)cc2)c(C#N)c2ccc(O)cc21, CN(C)C=O, O. Product: CCn1c(-c2ccc(N3CCCS3(=O)=O)cc2)c(C#N)c2ccc(OCCN3CCOCC3)cc21. As a reaction SMILES: [CH2:46]([C:47]([CH3:48])=[O:49])[CH3:50].[Cl:37][CH2:38][CH2:39][N:40]1[CH2:41][CH2:42][O:43][CH2:44][CH2:45]1.[ClH:36].[I-:35].[K+:28].[K+:29].[Na+:34].[O-:30][C:31]([O-:32])=[O:33].[O:1]=[S:2]1(=[O:27])[N:3]([c:7]2[cH:8][cH:9][c:10](-[c:13]3[n:14]([CH2:25][CH3:26])[c:15]4[cH:16][c:17]([OH:24])[cH:18][cH:19][c:20]4[c:21]3[C:22]#[N:23])[cH:11][cH:12]2)[CH2:4][CH2:5][CH2:6]1.[O:52]=[CH:53][N:54]([CH3:55])[CH3:56].[OH2:51]>>[O:1]=[S:2]1(=[O:27])[N:3]([c:7]2[cH:8][cH:9][c:10](-[c:13]3[n:14]([CH2:25][CH3:26])[c:15]4[cH:16][c:17]([O:24][CH2:38][CH2:39][N:40]5[CH2:41][CH2:42][O:43][CH2:44][CH2:45]5)[cH:18][cH:19][c:20]4[c:21]3[C:22]#[N:23])[cH:11][cH:12]2)[CH2:4][CH2:5][CH2:6]1. Starting materials: C(C)(=O)NC(C(=O)O)CC1=CC(NC2=CC=CC=C12)=O (2-acetylamino-3-(2-quinolon-4-yl)propionic acid), Cl (hydrochloric acid). Yields the product O.Cl.NC(C(=O)O)CC1=CC(NC2=CC=CC=C12)=O (2-amino-3-(2-quinolon-4-yl)propionic acid hydrochloride hydrate). Reaction SMILES: C([NH:4][CH:5]([CH2:9][C:10]1[C:19]2[C:14](=[CH:15][CH:16]=[CH:17][CH:18]=2)[NH:13][C:12](=[O:20])[CH:11]=1)[C:6]([OH:8])=[O:7])(=[O:3])C.[ClH:21]>>[OH2:3].[ClH:21].[NH2:4][CH:5]([CH2:9][C:10]1[C:19]2[C:14](=[CH:15][CH:16]=[CH:17][CH:18]=2)[NH:13][C:12](=[O:20])[CH:11]=1)[C:6]([OH:8])=[O:7] |f:2.3.4|. Procedure: To 2.7 g of 2-acetylamino-3-(2-quinolon-4-yl)propionic acid was added 30 ml of 20%-hydrochloric acid and the mixture was refluxed for 3 hours. The reaction mixture was concentrated under a reduced pressure to dryness, the residue obtained was recrystallized from ethanol-water to obtain 1.9 g of 2-amino-3-(2-quinolon-4-yl)propionic acid hydrochloride hydrate in the form of colorless prism-like crystals. Starting materials: C1(C=CCCC1)C(C(C)(C)N1COC(=C(C1=O)C1=CC=CC=C1)C)O (1-(cyclohex-2-enyl)-2-(2,3-dihydro-6-methyl-4-oxo-5-phenyl-4H-1,3-oxazin-3-yl)-2-methylpropan-1-ol), I(=O)(=O)(=O)[O-].[Na+] (sodium periodate), CCOCC (ether). Reagents/catalysts: [Os](=O)(=O)(=O)=O (Osmium tetroxide). Run in C1(=CC=CC=C1)C (toluene), O1CCCC1 (tetrahydrofuran), O (water). Run at time 5 hour. Product: CC1=C(C(N(CO1)C(C(O)C1C=C(CC1)C=O)(C)C)=O)C1=CC=CC=C1 (2-(2,3-dihydro-6-methyl-4-oxo-5-phenyl-4H-1,3-oxazin-3-yl)-1-(3-formyl-cyclopent-2-enyl)-2-methylpropan-1-ol). Yield: 7.7%. As a reaction SMILES: [CH:1]1([CH:7]([OH:25])[C:8]([N:11]2[C:16](=[O:17])[C:15]([C:18]3[CH:23]=[CH:22][CH:21]=[CH:20][CH:19]=3)=[C:14]([CH3:24])[O:13][CH2:12]2)([CH3:10])[CH3:9])[CH2:6][CH2:5][CH2:4][CH:3]=[CH:2]1.I([O-])(=O)(=O)=[O:27].[Na+].CCOCC>[Os](=O)(=O)(=O)=O.C1(C)C=CC=CC=1.O1CCCC1.O>[CH3:24][C:14]1[O:13][CH2:12][N:11]([C:8]([CH3:10])([CH3:9])[CH:7]([CH:1]2[CH2:2][CH2:3][C:4]([CH:5]=[O:27])=[CH:6]2)[OH:25])[C:16](=[O:17])[C:15]=1[C:18]1[CH:23]=[CH:22][CH:21]=[CH:20][CH:19]=1 |f:1.2|. Procedure: Osmium tetroxide (3 drops of 5%) in toluene was added to a solution of 1-(cyclohex-2-enyl)-2-(2,3-dihydro-6-methyl-4-oxo-5-phenyl-4H-1,3-oxazin-3-yl)-2-methylpropan-1-ol (6.9 g) and sodium periodate (6.0 g) in a mixture of tetrahydrofuran and water at 20° C. After stirring for 5 hours, ether was added and the organic phase washed (brine), dried (magnesium sulphate) and evaporated. The residue was dissolved in ether, then sodium hydoxide (20% aqueous solution) added and the mixture stirred for 0.... Reactants: OB(O)c1cnn(C(c2ccccc2)(c2ccccc2)c2ccccc2)c1, O=C([O-])[O-], CCO, Cc1ccccc1, [Cl-], [Li+], [Na+], [Na+], Cl[Pd]Cl, O=S(=O)(c1ccccc1)n1cc(I)c2cc(Br)cnc21, c1ccc(P(c2ccccc2)c2ccccc2)cc1, c1ccc(P(c2ccccc2)c2ccccc2)cc1. Product: O=S(=O)(c1ccccc1)n1cc(-c2cnn(C(c3ccccc3)(c3ccccc3)c3ccccc3)c2)c2cc(Br)cnc21. Reaction SMILES: [C:21]([c:22]1[cH:23][cH:24][cH:25][cH:26][cH:27]1)([c:28]1[cH:29][cH:30][cH:31][cH:32][cH:33]1)([c:34]1[cH:35][cH:36][cH:37][cH:38][cH:39]1)[n:40]1[n:41][cH:42][c:43]([B:45]([OH:46])[OH:47])[cH:44]1.[C:48](=[O:49])([O-:50])[O-:51].[CH3:104][CH2:105][OH:106].[CH3:97][c:98]1[cH:99][cH:100][cH:101][cH:102][cH:103]1.[Cl-:54].[Li+:55].[Na+:52].[Na+:53].[Pd:56]([Cl:57])[Cl:58].[c:1]1([S:7](=[O:8])(=[O:9])[n:10]2[cH:11][c:12]([I:20])[c:13]3[c:14]2[n:15][cH:16][c:17]([Br:19])[cH:18]3)[cH:2][cH:3][cH:4][cH:5][cH:6]1.[c:59]1([P:60]([c:61]2[cH:62][cH:63][cH:64][cH:65][cH:66]2)[c:67]2[cH:68][cH:69][cH:70][cH:71][cH:72]2)[cH:73][cH:74][cH:75][cH:76][cH:77]1.[c:78]1([P:79]([c:80]2[cH:81][cH:82][cH:83][cH:84][cH:85]2)[c:86]2[cH:87][cH:88][cH:89][cH:90][cH:91]2)[cH:92][cH:93][cH:94][cH:95][cH:96]1>>[c:1]1([S:7](=[O:8])(=[O:9])[n:10]2[cH:11][c:12](-[c:43]3[cH:42][n:41][n:40]([C:21]([c:22]4[cH:23][cH:24][cH:25][cH:26][cH:27]4)([c:28]4[cH:29][cH:30][cH:31][cH:32][cH:33]4)[c:34]4[cH:35][cH:36][cH:37][cH:38][cH:39]4)[cH:44]3)[c:13]3[c:14]2[n:15][cH:16][c:17]([Br:19])[cH:18]3)[cH:2][cH:3][cH:4][cH:5][cH:6]1. Starting materials: BrC1=CC=C(C=C1)C1=C(C(=NO1)CC)NC=1OC(=NN1)C1=CC=CC=C1 ([5-(4-bromo-phenyl)-3-ethyl-isoxazol-4-yl]-(5-phenyl-[1,3,4]oxadiazol-2-yl)-amine), C(C)OC(=O)C1(CC1)C1=CC=C(C=C1)B1OC(C(O1)(C)C)(C)C (1-[4-(4,4,5,5-tetramethyl-[1,3,2]dioxaborolan-2-yl)-phenyl]-cyclopropanecarboxylic acid ethyl ester). Yields the product C(C)OC(=O)C1(CC1)C1=CC=C(C=C1)C1=CC=C(C=C1)C1=C(C(=NO1)CC)NC=1OC(=NN1)C1=CC=CC=C1 (1-{4′-[3-Ethyl-4-(5-phenyl-[1,3,4]oxadiazol-2-ylamino)-isoxazol-5-yl]-biphenyl-4-yl}-cyclopropanecarboxylic acid ethyl ester). RXN SMILES: Br[C:2]1[CH:7]=[CH:6][C:5]([C:8]2[O:12][N:11]=[C:10]([CH2:13][CH3:14])[C:9]=2[NH:15][C:16]2[O:17][C:18]([C:21]3[CH:26]=[CH:25][CH:24]=[CH:23][CH:22]=3)=[N:19][N:20]=2)=[CH:4][CH:3]=1.[CH2:27]([O:29][C:30]([C:32]1([C:35]2[CH:40]=[CH:39][C:38](B3OC(C)(C)C(C)(C)O3)=[CH:37][CH:36]=2)[CH2:34][CH2:33]1)=[O:31])[CH3:28]>>[CH2:27]([O:29][C:30]([C:32]1([C:35]2[CH:40]=[CH:39][C:38]([C:2]3[CH:7]=[CH:6][C:5]([C:8]4[O:12][N:11]=[C:10]([CH2:13][CH3:14])[C:9]=4[NH:15][C:16]4[O:17][C:18]([C:21]5[CH:26]=[CH:25][CH:24]=[CH:23][CH:22]=5)=[N:19][N:20]=4)=[CH:4][CH:3]=3)=[CH:37][CH:36]=2)[CH2:33][CH2:34]1)=[O:31])[CH3:28]. Reported procedure: Prepared according to the procedure described in Example 42, Step 2, using [5-(4-bromo-phenyl)-3-ethyl-isoxazol-4-yl]-(5-phenyl-[1,3,4]oxadiazol-2-yl)-amine and 1-[4-(4,4,5,5-tetramethyl-[1,3,2]dioxaborolan-2-yl)-phenyl]-cyclopropanecarboxylic acid ethyl ester. The reactants are ClS(=O)(=O)C=1C=C(C(=O)NC=2SC3=C(C2C(=O)NC2=CC=C(C=C2)CCC2=CC=C(C(=O)OC)C=C2)CCCC3)C=CC1 (methyl 4-[2-(4-{[(2-{[3-(chlorosulfonyl)benzoyl]amino}-4,5,6,7-tetrahydro-1-benzothiophen-3-yl)carbonyl]amino}phenyl)ethyl]benzoate), CNCCC(=O)OC(C)(C)C (tert-butyl 3-(methylamino)propanoate). The solvent is ClCCl (dichloromethane). Run at time 8 hour. The product is C(C)(C)(C)OC(CCN(S(=O)(=O)C=1C=C(C(=O)NC=2SC3=C(C2C(=O)NC2=CC=C(C=C2)CCC2=CC=C(C(=O)OC)C=C2)CCCC3)C=CC1)C)=O (methyl 4-{2-[4-({[2-({3-[(3-tert-butoxy-3-oxopropyl)(methyl)sulfamoyl]benzoyl}amino)-4,5,6,7-tetrahydro-1-benzothiophen-3-yl]carbonyl}amino)phenyl]ethyl}benzoate). The yield is 70.1%. Reaction SMILES: Cl[S:2]([C:5]1[CH:6]=[C:7]([CH:41]=[CH:42][CH:43]=1)[C:8]([NH:10][C:11]1[S:12][C:13]2[CH2:40][CH2:39][CH2:38][CH2:37][C:14]=2[C:15]=1[C:16]([NH:18][C:19]1[CH:24]=[CH:23][C:22]([CH2:25][CH2:26][C:27]2[CH:36]=[CH:35][C:30]([C:31]([O:33][CH3:34])=[O:32])=[CH:29][CH:28]=2)=[CH:21][CH:20]=1)=[O:17])=[O:9])(=[O:4])=[O:3].[CH3:44][NH:45][CH2:46][CH2:47][C:48]([O:50][C:51]([CH3:54])([CH3:53])[CH3:52])=[O:49]>ClCCl>[C:51]([O:50][C:48](=[O:49])[CH2:47][CH2:46][N:45]([CH3:44])[S:2]([C:5]1[CH:6]=[C:7]([CH:41]=[CH:42][CH:43]=1)[C:8]([NH:10][C:11]1[S:12][C:13]2[CH2:40][CH2:39][CH2:38][CH2:37][C:14]=2[C:15]=1[C:16]([NH:18][C:19]1[CH:24]=[CH:23][C:22]([CH2:25][CH2:26][C:27]2[CH:36]=[CH:35][C:30]([C:31]([O:33][CH3:34])=[O:32])=[CH:29][CH:28]=2)=[CH:21][CH:20]=1)=[O:17])=[O:9])(=[O:4])=[O:3])([CH3:54])([CH3:53])[CH3:52]. Procedure details: A mixture of 250 mg of methyl 4-[2-(4-{[(2-{[3-(chlorosulfonyl)benzoyl]amino}-4,5,6,7-tetrahydro-1-benzothiophen-3-yl)carbonyl]amino}phenyl)ethyl]benzoate, 125 mg of tert-butyl 3-(methylamino)propanoate, and 2.5 mL of dichloromethane was stirred at room temperature overnight. The reaction mixture was concentrated under reduced pressure and the obtained residue was purified by silica gel column chromatography (hexane-chloroform) to obtain 209 mg of methyl 4-{2-[4-({[2-({3-[(3-tert-butoxy-3-oxopro... The reagents and catalysts are CN(C=O)C (N,N-dimethylformamide). Reaction conditions: temperature 80 celsius, time 4 hour. Reaction SMILES: [Mg].[C:2]([O:8][CH2:9][CH3:10])(=[O:7])[CH2:3][C:4]([O-:6])=O.C(Cl)(=O)C(Cl)=O.[F:17][C:18]1[C:26]([CH3:27])=[C:25]([N+:28]([O-:30])=[O:29])[C:24]([O:31][CH3:32])=[CH:23][C:19]=1C(O)=O>O1CCCC1.CN(C)C=O.C(Cl)Cl.C(Cl)(Cl)(Cl)Cl.C(O)C>[F:17][C:18]1[C:26]([CH3:27])=[C:25]([N+:28]([O-:30])=[O:29])[C:24]([O:31][CH3:32])=[CH:23][C:19]=1[C:4]([CH2:3][C:2]([O:8][CH2:9][CH3:10])=[O:7])=[O:6]. Procedure: Magnesium (150 mg), ethanol (1 ml) and carbon tetrachloride (0.05 ml) were stirred at room temperature to activate them. A solution of ethyl malonate (1.0 ml) in tetrahydrofuran (6 ml) was added dropwise to the activated mixture, followed by stirring at 80° C. for 4 hours. After the reaction mixture was allowed to cool, it was chilled to -40° C. Oxalyl chloride (0.5 ml) and N,N-dimethylformamide (1 drop) were added to a solution of 2-fluoro-5-methoxy-3-methyl-4-nitrobenzoic acid (1.4 g) in methy... Reactants: [Mg] (Magnesium), C(CC(=O)[O-])(=O)OCC (ethyl malonate), C(C(=O)Cl)(=O)Cl (Oxalyl chloride), FC1=C(C(=O)O)C=C(C(=C1C)[N+](=O)[O-])OC (2-fluoro-5-methoxy-3-methyl-4-nitrobenzoic acid). The product is FC1=C(C(=O)CC(=O)OCC)C=C(C(=C1C)[N+](=O)[O-])OC (Ethyl 2-Fluoro-5-methoxy-3-methyl-4-nitrobenzoylacetate). Run in C(Cl)(Cl)(Cl)Cl (carbon tetrachloride), C(C)O (ethanol), O1CCCC1 (tetrahydrofuran), C(Cl)Cl (methylene chloride).